Task: describe an organic reaction: reactants, conditions, products, and yield. Dataset: the Open Reaction Database (ORD), a public repository of structured organic reaction records Reactants: C(C1=CC=CC=C1)N1CCC(CC1)C(C(F)(F)F)(C)O[Si](C)(C)C (1-benzyl-4-(1,1,1-trifluoro-2-(trimethylsilyloxy)propan-2-yl)piperidine), [F-].C(CCC)[N+](CCCC)(CCCC)CCCC (tetrabutylammonium fluoride). Run in C1CCOC1 (THF). Run at time 3 hour. Product: C(C1=CC=CC=C1)N1CCC(CC1)C(C(F)(F)F)(C)O (2-(1-benzylpiperidin-4-yl)-1,1,1-trifluoropropan-2-ol). RXN SMILES: [CH2:1]([N:8]1[CH2:13][CH2:12][CH:11]([C:14]([O:20][Si](C)(C)C)([CH3:19])[C:15]([F:18])([F:17])[F:16])[CH2:10][CH2:9]1)[C:2]1[CH:7]=[CH:6][CH:5]=[CH:4][CH:3]=1.[F-].C([N+](CCCC)(CCCC)CCCC)CCC>C1COCC1>[CH2:1]([N:8]1[CH2:9][CH2:10][CH:11]([C:14]([OH:20])([CH3:19])[C:15]([F:18])([F:16])[F:17])[CH2:12][CH2:13]1)[C:2]1[CH:3]=[CH:4][CH:5]=[CH:6][CH:7]=1 |f:1.2|. Procedure details: To a stirred solution of 1-benzyl-4-(1,1,1-trifluoro-2-(trimethylsilyloxy)propan-2-yl)piperidine (3 g, 8.3 mmol) in THF (30 mL), tetrabutylammonium fluoride (3.2 g, 12.4 mmol) was added slowly at RT. The reaction mixture was stirred for 3 h. After completion of the reaction, the mixture was quenched with saturated ammonium chloride solution, extracted with ethyl acetate. The organic layer was washed with brine solution and dried over anhydrous sodium sulfate and concentrated under vacuum to affo... Starting materials: CNC (Dimethylamine), FC1=C(NC=2C(=CN(C(C2)=O)C)C(=O)OC2=C(C(=C(C(=C2F)F)F)F)F)C=CC(=C1)I (2,3,4,5,6-pentafluorophenyl 4-(2-fluoro-4-iodoanilino)-1-methyl-6-oxo-1,6-dihydro-3-pyridinecarboxylate). Run in C1CCOC1 (THF). Conditions: time 15 hour. The product is FC1=C(NC=2C(=CN(C(C2)=O)C)C(=O)N(C)C)C=CC(=C1)I (4-(2-fluoro-4-iodoanilino)-N,N,1-trimethyl-6-oxo-1,6-dihydro-3-pyridinecarboxamide). The yield is 58.0%. Reaction SMILES: [CH3:1][NH:2][CH3:3].[F:4][C:5]1[CH:33]=[C:32]([I:34])[CH:31]=[CH:30][C:6]=1[NH:7][C:8]1[C:9]([C:16]([O:18]C2C(F)=C(F)C(F)=C(F)C=2F)=O)=[CH:10][N:11]([CH3:15])[C:12](=[O:14])[CH:13]=1>C1COCC1>[F:4][C:5]1[CH:33]=[C:32]([I:34])[CH:31]=[CH:30][C:6]=1[NH:7][C:8]1[C:9]([C:16]([N:2]([CH3:3])[CH3:1])=[O:18])=[CH:10][N:11]([CH3:15])[C:12](=[O:14])[CH:13]=1. Procedure details: Dimethylamine (40% in aqueous solution) was added to 2,3,4,5,6-pentafluorophenyl 4-(2-fluoro-4-iodoanilino)-1-methyl-6-oxo-1,6-dihydro-3-pyridinecarboxylate in THF as for example 37, step B, and the solution stirred at RT for 15 h. The resultant precipitate was removed by filtration and washed with hexane and Et2O. The filtrate was concentrated under reduced pressure and triturated with hexane to give 4-(2-fluoro-4-iodoanilino)-N,N,1-trimethyl-6-oxo-1,6-dihydro-3-pyridinecarboxamide as a pale ye...